Dataset: the Open Reaction Database (ORD), a public repository of structured organic reaction records. Task: describe an organic reaction: reactants, conditions, products, and yield The product is CC=CC(CC(=O)OCC)c1ccc(O)cc1C. Starting materials: BrB(Br)Br, CC=CC(CC(=O)OCC)c1ccc(OC)cc1C, ClCCl. Reaction SMILES: [B:23]([Br:24])([Br:25])[Br:26].[CH3:1][O:2][c:3]1[cH:4][c:5]([CH3:19])[c:6]([CH:9]([CH2:10][C:11](=[O:12])[O:13][CH2:14][CH3:15])[CH:16]=[CH:17][CH3:18])[cH:7][cH:8]1.[Cl:20][CH2:21][Cl:22]>>[OH:2][c:3]1[cH:4][c:5]([CH3:19])[c:6]([CH:9]([CH2:10][C:11](=[O:12])[O:13][CH2:14][CH3:15])[CH:16]=[CH:17][CH3:18])[cH:7][cH:8]1. The reactants are C(=O)C1=CC=C(CCC(=O)OC)C=C1 (methyl 4-formylhydrocinnamate), C(CC(=O)O)(=O)O (malonic acid), N1CCCCC1 (piperidine), ice, Cl (hydrochloric acid). Run in N1=CC=CC=C1 (pyridine). Reaction conditions: time 2 hour. Product: COC(=O)CCC1=CC=C(C=CC(=O)O)C=C1 (4-[2-(methoxycarbonyl)ethyl]cinnamic acid). Isolated yield 84.9%. As a reaction SMILES: [CH:1]([C:3]1[CH:14]=[CH:13][C:6]([CH2:7][CH2:8][C:9]([O:11][CH3:12])=[O:10])=[CH:5][CH:4]=1)=O.C(O)(=O)[CH2:16][C:17]([OH:19])=[O:18].N1CCCCC1.Cl>N1C=CC=CC=1>[CH3:12][O:11][C:9]([CH2:8][CH2:7][C:6]1[CH:13]=[CH:14][C:3]([CH:1]=[CH:16][C:17]([OH:19])=[O:18])=[CH:4][CH:5]=1)=[O:10]. Procedure: A solution of methyl 4-formylhydrocinnamate (2.30 g), malonic acid (2.50 g) and piperidine (0.1 ml) in 12 ml pyridine was stirred at 100° C. for 2 hours, and subsequently at 140° C. for 2 hours. After addition of 100 ml ice-cold water, 210 ml of 0.5 mol/l hydrochloric acid was added dropwise to the reaction mixture to precipitate a solid, which was then filtered, washed with water, and dried by heating under reduced pressure to give 4-[2-(methoxycarbonyl)ethyl]cinnamic acid (2.38 g, 84%) as a co...